This data is from the Open Reaction Database (ORD), a public repository of structured organic reaction records. The task is: describe an organic reaction: reactants, conditions, products, and yield Reactants: C([O-])([O-])=O.[K+].[K+] (potassium carbonate), O (water), FC(C=1C=CC(=NC1)OC1=CC=C(C=C1)O)(F)F (4-(5-trifluoromethyl-2-pyridyloxy)phenol), BrC(C=CC(=O)OCC)C (ethyl 4-bromo-2-pentenoate). Run in C(C)C(=O)C (methyl ethyl ketone), C1(=CC=CC=C1)C (toluene). Reaction conditions: temperature 40 celsius. The product is FC(C=1C=CC(=NC1)OC1=CC=C(OC(C=CC(=O)OCC)C)C=C1)(F)F (Ethyl 4-[4-(5-Trifluoromethyl-2-pyridyloxy)-phenoxy]-2-pentenoate). Reaction SMILES: [F:1][C:2]([F:18])([F:17])[C:3]1[CH:4]=[CH:5][C:6]([O:9][C:10]2[CH:15]=[CH:14][C:13]([OH:16])=[CH:12][CH:11]=2)=[N:7][CH:8]=1.C(=O)([O-])[O-].[K+].[K+].Br[CH:26]([CH3:34])[CH:27]=[CH:28][C:29]([O:31][CH2:32][CH3:33])=[O:30].O>C(C(C)=O)C.C1(C)C=CC=CC=1>[F:18][C:2]([F:1])([F:17])[C:3]1[CH:4]=[CH:5][C:6]([O:9][C:10]2[CH:11]=[CH:12][C:13]([O:16][CH:26]([CH3:34])[CH:27]=[CH:28][C:29]([O:31][CH2:32][CH3:33])=[O:30])=[CH:14][CH:15]=2)=[N:7][CH:8]=1 |f:1.2.3|. Procedure: 40 ml of dimethyl sulfoxide, 4.2 g of hydroquinone, 5.0 g of 2-chloro-5-trifluoromethylpyridine and 2.3 g of potassium hydroxide were reacted with stirring in a nitrogen gas stream at 150° C. for 2 hours to obtain 2.5 g of 4-(5-trifluoromethyl-2-pyridyloxy)phenol. The thus-obtained 4-(5-trifluoromethyl-2-pyridyloxy)phenol was dissolved in 20 ml of methyl ethyl ketone, and 1.7 g of anhydrous potassium carbonate was added thereto. The mixture was reacted with stirring under reflux for 1 hour, and ... The reactants are COC(C)(C)C, ClCCl, OC1CCN(c2ccc(C#Cc3ccc(-c4ccc(Cl)cc4)cn3)cn2)C1, [Na+], O=C([O-])O, c1ccncc1. Yields the product O=C1CCN(c2ccc(C#Cc3ccc(-c4ccc(Cl)cc4)cn3)cn2)C1. RXN SMILES: [C:39]([O:40][CH3:41])([CH3:42])([CH3:43])[CH3:44].[Cl:45][CH2:46][Cl:47].[Cl:7][c:8]1[cH:9][cH:10][c:11](-[c:14]2[cH:15][cH:16][c:17]([C:20]#[C:21][c:22]3[cH:23][cH:24][c:25]([N:28]4[CH2:29][CH:30]([OH:33])[CH2:31][CH2:32]4)[n:26][cH:27]3)[n:18][cH:19]2)[cH:12][cH:13]1.[Na+:38].[O-:34][C:35]([OH:36])=[O:37].[cH:1]1[cH:2][cH:3][n:4][cH:5][cH:6]1>>[Cl:7][c:8]1[cH:9][cH:10][c:11](-[c:14]2[cH:15][cH:16][c:17]([C:20]#[C:21][c:22]3[cH:23][cH:24][c:25]([N:28]4[CH2:29][C:30](=[O:33])[CH2:31][CH2:32]4)[n:26][cH:27]3)[n:18][cH:19]2)[cH:12][cH:13]1. Starting materials: [OH-].[Na+] (sodium hydroxide), CC1=C(OC(C(=O)OC)(C)C)C=C(C=C1C)C (methyl 2-(2,3,5-trimethylphenoxy)isobutyrate). Procedure: An aqueous solution of 8N sodium hydroxide (30 mL, 240 mmol) was added to a solution of methyl 2-(2,3,5-trimethylphenoxy)isobutyrate (29.0 g, 123 mmol) obtained in Reference Example 9 in methanol (290 ml) at room temperature and the mixture was stirred for 12 hours. The resulting mixture was concentrated under reduced pressure, and the residue was diluted with water. The aqueous layer was acidified by hydrochloric acid and extracted with ethyl acetate. The organic extract was washed with water a... Reaction SMILES: [OH-].[Na+].[CH3:3][C:4]1[C:17]([CH3:18])=[CH:16][C:15]([CH3:19])=[CH:14][C:5]=1[O:6][C:7]([CH3:13])([CH3:12])[C:8]([O:10]C)=[O:9]>CO>[CH3:3][C:4]1[C:17]([CH3:18])=[CH:16][C:15]([CH3:19])=[CH:14][C:5]=1[O:6][C:7]([CH3:13])([CH3:12])[C:8]([OH:10])=[O:9] |f:0.1|. Conditions: time 12 hour. The solvent is CO (methanol). Yield: 75.0%. The product is CC1=C(OC(C(=O)O)(C)C)C=C(C=C1C)C (2-(2,3,5-trimethyl phenoxy)isobutyric acid). Reactants: CO, COC(=O)c1cccc2nc(-c3ccc(C4CCCN4)cc3F)oc12, N. The product is NC(=O)c1cccc2nc(-c3ccc(C4CCCN4)cc3F)oc12. RXN SMILES: [CH3:27][OH:28].[F:1][c:2]1[c:3](-[c:13]2[o:14][c:15]3[c:16]([n:17]2)[cH:18][cH:19][cH:20][c:21]3[C:22]([O:24][CH3:23])=[O:25])[cH:4][cH:5][c:6]([CH:8]2[NH:9][CH2:10][CH2:11][CH2:12]2)[cH:7]1.[NH3:26]>>[F:1][c:2]1[c:3](-[c:13]2[o:14][c:15]3[c:16]([n:17]2)[cH:18][cH:19][cH:20][c:21]3[C:22](=[O:24])[NH2:26])[cH:4][cH:5][c:6]([CH:8]2[NH:9][CH2:10][CH2:11][CH2:12]2)[cH:7]1.